From a dataset of the Open Reaction Database (ORD), a public repository of structured organic reaction records. describe an organic reaction: reactants, conditions, products, and yield RXN SMILES: C(OC([NH:11][C@H:12]([C:24]([NH:26][C@@H:27]([C:32](O)=[O:33])[C@@H:28]([CH2:30][CH3:31])[CH3:29])=[O:25])[CH:13](CC1C=CC=CC=1)[C:14](=[O:16])[OH:15])=O)C1C=CC=CC=1.Cl.[CH3:36][O:37][CH2:38][C@H:39]([NH2:46])[C:40]1[CH:45]=[CH:44][CH:43]=[CH:42][CH:41]=1>>[CH3:36][O:37][CH2:38][C@H:39]([NH:46][C:32](=[O:33])[C@@H:27]([C@@H:28]([CH2:30][CH3:31])[CH3:29])[NH:26][C:24](=[O:25])[C@H:12]([CH2:13][C:14](=[O:15])[OH:16])[NH2:11])[C:40]1[CH:45]=[CH:44][CH:43]=[CH:42][CH:41]=1 |f:1.2|. Procedure: The same process as in Example 15 was repeated, except that N-benzyloxycarbonyl-β-benzyl-L-aspartyl-D-isoleucine was used in place of N-benzyloxycarbonyl-β-benzyl-L-aspartyl-D-valine and that (R)-α-methoxymethylbenzylamine hydrochloride was used in place of (R)-α-ethoxymethylbenzylamine hydrochloride, and α-L-aspartyl-D-isoleucine (R)-α-methoxymethylbenzylamide was obtained as a solid product. The total yield was 22.1%. Yield: 22.1%. Product: COC[C@@H](C1=CC=CC=C1)NC([C@H](NC([C@@H](N)CC(O)=O)=O)[C@H](C)CC)=O (α-L-aspartyl-D-isoleucine (R)-α-methoxymethylbenzylamide). Starting materials: C(C1=CC=CC=C1)OC(=O)N[C@@H](C(C(O)=O)CC1=CC=CC=C1)C(=O)N[C@H]([C@H](C)CC)C(=O)O (N-benzyloxycarbonyl-β-benzyl-L-aspartyl-D-isoleucine), Cl.COC[C@@H](C1=CC=CC=C1)N ((R)-α-methoxymethylbenzylamine hydrochloride).